Task: describe an organic reaction: reactants, conditions, products, and yield. Dataset: the Open Reaction Database (ORD), a public repository of structured organic reaction records The reactants are CO, Clc1ccc2nc3ccccc3c(Cl)c2c1, N#C[Na]. The product is N#Cc1c2ccccc2nc2ccc(Cl)cc12. RXN SMILES: [CH3:20][OH:21].[Cl:1][c:2]1[cH:3][c:4]2[c:5]([Cl:16])[c:6]3[cH:7][cH:8][cH:9][cH:10][c:11]3[n:12][c:13]2[cH:14][cH:15]1.[Na:17][C:18]#[N:19]>>[Cl:1][c:2]1[cH:3][c:4]2[c:5]([C:18]#[N:19])[c:6]3[cH:7][cH:8][cH:9][cH:10][c:11]3[n:12][c:13]2[cH:14][cH:15]1.